Dataset: the Open Reaction Database (ORD), a public repository of structured organic reaction records. Task: describe an organic reaction: reactants, conditions, products, and yield The reactants are [Al+3], O=C(Cl)CCCCCCCBr, CCOCC, [Cl-], [Cl-], [Cl-], Clc1ccccc1, ClCCl. Yields the product O=C(CCCCCCCBr)c1ccc(Cl)cc1. As a reaction SMILES: [Al+3:2].[Br:5][CH2:6][CH2:7][CH2:8][CH2:9][CH2:10][CH2:11][CH2:12][C:13](=[O:14])[Cl:15].[CH3:23][CH2:24][O:25][CH2:26][CH3:27].[Cl-:1].[Cl-:3].[Cl-:4].[Cl:16][c:17]1[cH:18][cH:19][cH:20][cH:21][cH:22]1.[Cl:28][CH2:29][Cl:30]>>[Br:5][CH2:6][CH2:7][CH2:8][CH2:9][CH2:10][CH2:11][CH2:12][C:13](=[O:14])[c:20]1[cH:19][cH:18][c:17]([Cl:16])[cH:22][cH:21]1.